Dataset: the Open Reaction Database (ORD), a public repository of structured organic reaction records. Task: describe an organic reaction: reactants, conditions, products, and yield The reactants are [Br-], CC(C)(C)OC(=O)N1CC=C(OS(=O)(=O)C(F)(F)F)CC1, Cc1cccnc1[Zn+], C1CCOC1, [Pd], c1ccc(P(c2ccccc2)c2ccccc2)cc1, c1ccc(P(c2ccccc2)c2ccccc2)cc1, c1ccc(P(c2ccccc2)c2ccccc2)cc1, c1ccc(P(c2ccccc2)c2ccccc2)cc1. Product: Cc1cccnc1C1=CCN(C(=O)OC(C)(C)C)CC1. Reaction SMILES: [Br-:22].[C:1]([CH3:2])([CH3:3])([CH3:4])[O:5][C:6](=[O:7])[N:8]1[CH2:9][CH2:10][C:11]([O:14][S:15]([C:16]([F:17])([F:18])[F:19])(=[O:20])=[O:21])=[CH:12][CH2:13]1.[CH3:23][c:24]1[c:25]([Zn+:30])[n:26][cH:27][cH:28][cH:29]1.[O:31]1[CH2:32][CH2:33][CH2:34][CH2:35]1.[Pd:36].[c:37]1([P:38]([c:39]2[cH:40][cH:41][cH:42][cH:43][cH:44]2)[c:45]2[cH:46][cH:47][cH:48][cH:49][cH:50]2)[cH:51][cH:52][cH:53][cH:54][cH:55]1.[c:56]1([P:57]([c:58]2[cH:59][cH:60][cH:61][cH:62][cH:63]2)[c:64]2[cH:65][cH:66][cH:67][cH:68][cH:69]2)[cH:70][cH:71][cH:72][cH:73][cH:74]1.[c:75]1([P:76]([c:77]2[cH:78][cH:79][cH:80][cH:81][cH:82]2)[c:83]2[cH:84][cH:85][cH:86][cH:87][cH:88]2)[cH:89][cH:90][cH:91][cH:92][cH:93]1.[c:94]1([P:95]([c:96]2[cH:97][cH:98][cH:99][cH:100][cH:101]2)[c:102]2[cH:103][cH:104][cH:105][cH:106][cH:107]2)[cH:108][cH:109][cH:110][cH:111][cH:112]1>>[C:1]([CH3:2])([CH3:3])([CH3:4])[O:5][C:6](=[O:7])[N:8]1[CH2:9][CH2:10][C:11]([c:25]2[c:24]([CH3:23])[cH:29][cH:28][cH:27][n:26]2)=[CH:12][CH2:13]1. Reactants: CCOCC, [Na+], COC(=O)CC1CN(CCSc2cc(F)ccc2F)CCC1CCC(=O)c1c(F)cnc2ccc(OC)cc12, C1COCCO1, [OH-], O. Product: COc1ccc2ncc(F)c(C(=O)CCC3CCN(CCSc4cc(F)ccc4F)CC3CC(=O)O)c2c1. As a reaction SMILES: [CH3:49][CH2:50][O:51][CH2:52][CH3:53].[Na+:41].[O:1]=[C:2]([CH2:3][CH2:4][CH:5]1[CH:6]([CH2:22][C:23](=[O:24])[O:25][CH3:26])[CH2:7][N:8]([CH2:11][CH2:12][S:13][c:14]2[c:15]([F:21])[cH:16][cH:17][c:18]([F:20])[cH:19]2)[CH2:9][CH2:10]1)[c:27]1[c:28]([F:39])[cH:29][n:30][c:31]2[cH:32][cH:33][c:34]([O:37][CH3:38])[cH:35][c:36]12.[O:42]1[CH2:43][CH2:44][O:45][CH2:46][CH2:47]1.[OH-:40].[OH2:48]>>[O:1]=[C:2]([CH2:3][CH2:4][CH:5]1[CH:6]([CH2:22][C:23](=[O:24])[OH:25])[CH2:7][N:8]([CH2:11][CH2:12][S:13][c:14]2[c:15]([F:21])[cH:16][cH:17][c:18]([F:20])[cH:19]2)[CH2:9][CH2:10]1)[c:27]1[c:28]([F:39])[cH:29][n:30][c:31]2[cH:32][cH:33][c:34]([O:37][CH3:38])[cH:35][c:36]12.